describe an organic reaction: reactants, conditions, products, and yield From a dataset of the Open Reaction Database (ORD), a public repository of structured organic reaction records. The reactants are [Al+3], CC12CCC(O)CC1=CCC1C2CCC2(C)C1CCC21OCCO1, [H-], [H-], [H-], [H-], [Li+], CC12CCC3C(CCC4(O)CC(=O)CCC34C)C1CCC2=O, O=C(OO)c1cccc(Cl)c1. Product: CC12CCC(=O)CC1(O)CCC1C2CCC2(C)C1CCC21OCCO1. Reaction SMILES: [Al+3:59].[CH2:23]1[O:24][C:26]2([O:25][CH2:46]1)[CH2:27][CH2:28][CH:29]1[CH:30]3[CH:31]([CH2:32][CH2:33][C:34]21[CH3:35])[C:36]1([CH3:37])[C:38](=[CH:44][CH2:45]3)[CH2:39][CH:40]([OH:41])[CH2:42][CH2:43]1.[H-:58].[H-:61].[H-:62].[H-:63].[Li+:60].[OH:1][C:2]12[CH2:3][CH2:4][CH:5]3[CH:6]4[CH2:7][CH2:8][C:9](=[O:22])[C:10]4([CH3:11])[CH2:12][CH2:13][CH:14]3[C:15]1([CH3:21])[CH2:16][CH2:17][C:18](=[O:20])[CH2:19]2.[OH:47][O:48][C:49]([c:50]1[cH:51][c:52]([Cl:53])[cH:54][cH:55][cH:56]1)=[O:57]>>[OH:1][C:2]12[CH2:3][CH2:4][CH:5]3[CH:6]4[CH2:7][CH2:8][C:9]5([C:10]4([CH3:11])[CH2:12][CH2:13][CH:14]3[C:15]1([CH3:21])[CH2:16][CH2:17][C:18](=[O:20])[CH2:19]2)[O:22][CH2:46][CH2:23][O:24]5.